This data is from the Open Reaction Database (ORD), a public repository of structured organic reaction records. The task is: describe an organic reaction: reactants, conditions, products, and yield RXN SMILES: [Br:1][c:2]1[cH:3][c:4]2[c:5](-[c:27]3[cH:28][cH:29][cH:30][cH:31][cH:32]3)[c:6]([C:24](=[O:25])[OH:26])[n:7]([CH2:13][c:14]3[cH:15][cH:16][c:17]([S:20](=[O:21])(=[O:22])[CH3:23])[cH:18][cH:19]3)[c:8](=[O:12])[c:9]2[cH:10][cH:11]1.[CH3:33][O:34][C:35](=[O:36])[c:37]1[n:38][cH:39][cH:40][c:41]([CH2:43][OH:44])[cH:42]1>>[Br:1][c:2]1[cH:3][c:4]2[c:5](-[c:27]3[cH:28][cH:29][cH:30][cH:31][cH:32]3)[c:6]([C:24]([O:25][CH2:43][c:41]3[cH:40][cH:39][n:38][c:37]([C:35]([O:34][CH3:33])=[O:36])[cH:42]3)=[O:26])[n:7]([CH2:13][c:14]3[cH:15][cH:16][c:17]([S:20](=[O:21])(=[O:22])[CH3:23])[cH:18][cH:19]3)[c:8](=[O:12])[c:9]2[cH:10][cH:11]1. The reactants are CS(=O)(=O)c1ccc(Cn2c(C(=O)O)c(-c3ccccc3)c3cc(Br)ccc3c2=O)cc1, COC(=O)c1cc(CO)ccn1. The product is COC(=O)c1cc(COC(=O)c2c(-c3ccccc3)c3cc(Br)ccc3c(=O)n2Cc2ccc(S(C)(=O)=O)cc2)ccn1. Starting materials: BrC(=CO)C(C)=O (2-bromo-1-hydroxy-3-oxo-1-butene), NC(=O)N (urea). The solvent is CC(=O)C (acetone). Run at time 1 hour. The product is C(C)(=O)C1=CN=C(O1)N (5-acetyl-2-amino-oxazole). Isolated yield 49.9%. Reaction SMILES: Br[C:2]([C:5](=[O:7])[CH3:6])=[CH:3]O.[NH2:8][C:9]([NH2:11])=[O:10]>CC(C)=O>[C:5]([C:2]1[O:10][C:9]([NH2:11])=[N:8][CH:3]=1)(=[O:7])[CH3:6]. Procedure details: A mixture of 132.3 g (0.80 mole) of 2-bromo-1-hydroxy-3-oxo-1-butene, 120.1 g (2.0 mole) of urea, and 1.85 l of acetone was heated at reflux with overhead stirring for one hour. The mixture was concentrated and the oil residue was taken up into 600 ml of water, then made basic with concentrated ammonium hydroxide. After sitting at room temperature for 0.5 hour, a precipitate formed. This was collected, and dried in vacuo to give 61.1 g of crude product. The filtrate was again concentrated and th... Reactants: FC1([C@@]2(N=C(OC1)N)CCC1=CC=C(C=C12)N)F ((R)-5′,5′-difluoro-2,3,5′,6′-tetrahydrospiro[indene-1,4′-[1,3]oxazine]-2′,6-diamine), FC=1C=CC(=NC1)C(=O)O (5-fluoropicolinic acid). Product: NC=1OCC([C@@]2(N1)CCC1=CC=C(C=C12)NC(C1=NC=C(C=C1)F)=O)(F)F ((R)—N-(2′-Amino-5′,5′-difluoro-2,3,5′,6′-tetrahydrospiro[indene-1,4′-[1,3]oxazine]-6-yl)-5-fluoropicolinamide). The yield is 17.0%. As a reaction SMILES: [F:1][C:2]1([F:18])[CH2:7][O:6][C:5]([NH2:8])=[N:4][C@@:3]21[C:16]1[C:11](=[CH:12][CH:13]=[C:14]([NH2:17])[CH:15]=1)[CH2:10][CH2:9]2.[F:19][C:20]1[CH:21]=[CH:22][C:23]([C:26](O)=[O:27])=[N:24][CH:25]=1>>[NH2:8][C:5]1[O:6][CH2:7][C:2]([F:1])([F:18])[C@@:3]2([C:16]3[C:11](=[CH:12][CH:13]=[C:14]([NH:17][C:26](=[O:27])[C:23]4[CH:22]=[CH:21][C:20]([F:19])=[CH:25][N:24]=4)[CH:15]=3)[CH2:10][CH2:9]2)[N:4]=1. Procedure: The condensation of (R)-5′,5′-difluoro-2,3,5′,6′-tetrahydrospiro[indene-1,4′-[1,3]oxazine]-2′,6-diamine (intermediate A7.3) and 5-fluoropicolinic acid yielded the title compound (17% yield) as an off-white solid. MS (ISP): m/z=377.2 [M+H]+. Starting materials: CC(C)(C)C1CCC(Oc2ccc3cc(C4(NS(=O)C(C)(C)C)COC4)ccc3c2C(F)(F)F)CC1, ClCCl, C1CCCCC1, Cl. The product is CC(C)(C)C1CCC(Oc2ccc3cc(C4(N)COC4)ccc3c2C(F)(F)F)CC1. As a reaction SMILES: [C:1]([CH3:2])([CH3:3])([CH3:4])[CH:5]1[CH2:6][CH2:7][CH:8]([O:11][c:12]2[c:13]([C:33]([F:34])([F:35])[F:36])[c:14]3[cH:15][cH:16][c:17]([C:22]4([NH:26][S:27]([C:28]([CH3:29])([CH3:30])[CH3:31])=[O:32])[CH2:23][O:24][CH2:25]4)[cH:18][c:19]3[cH:20][cH:21]2)[CH2:9][CH2:10]1.[CH2:37]([Cl:38])[Cl:39].[CH2:41]1[CH2:42][CH2:43][CH2:44][CH2:45][CH2:46]1.[ClH:40]>>[C:1]([CH3:2])([CH3:3])([CH3:4])[CH:5]1[CH2:6][CH2:7][CH:8]([O:11][c:12]2[c:13]([C:33]([F:34])([F:35])[F:36])[c:14]3[cH:15][cH:16][c:17]([C:22]4([NH2:26])[CH2:23][O:24][CH2:25]4)[cH:18][c:19]3[cH:20][cH:21]2)[CH2:9][CH2:10]1. The reactants are CN(C([C@@H](CC1=CC2=CC=CC=C2C=C1)NC)=O)CCC=1SC=CC1 ((2R)-N-Methyl-2-(methylamino)-3-(2-naphthyl)-N-(2-(2-thienyl)ethyl)propionamide), C(C)N(C(C)C)C(C)C (Ethyldiisopropylamine), C(C)(C)(C)OC(=O)NC(C)C=1C=C(C(=O)O)C=CC1 (3-(1-(t-Butyloxycarbonylamino)ethyl)benzoic acid), ON1N=NC2=C1N=CC=C2 (1-Hydroxy-7-azabenzotriazole), Cl.CN(CCCN=C=NCC)C (N-(3-Dimethylaminopropyl)-N'-ethylcarbodiimide hydrochloride). Solvent: ClCCl (dichloromethane), C(C)(=O)OCC (ethyl acetate), ClCCl (dichloromethane), CN(C=O)C (N,N-dimethylformamide). Conditions: temperature 0 celsius, time 16 hour. Yields the product C(C)(C)(C)OC(NC(C)C1=CC(=CC=C1)C(N([C@H](CC1=CC2=CC=CC=C2C=C1)C(N(CCC=1SC=CC1)C)=O)C)=O)=O ((1-(3-(N-methyl-N-((1R)-1-(N-methyl-N-(2-(2-thienyl)ethyl)carbamoyl)-2-(2-naphthyl)ethyl)carbamoyl)phenyl)ethyl)carbamic acid tert-butyl ester). Isolated yield 97.4%. As a reaction SMILES: [C:1]([O:5][C:6]([NH:8][CH:9]([C:11]1[CH:12]=[C:13]([CH:17]=[CH:18][CH:19]=1)[C:14]([OH:16])=O)[CH3:10])=[O:7])([CH3:4])([CH3:3])[CH3:2].ON1C2N=CC=CC=2N=N1.Cl.CN(C)CCCN=C=NCC.[CH3:42][N:43]([CH2:60][CH2:61][C:62]1[S:63][CH:64]=[CH:65][CH:66]=1)[C:44](=[O:59])[C@H:45]([NH:57][CH3:58])[CH2:46][C:47]1[CH:56]=[CH:55][C:54]2[C:49](=[CH:50][CH:51]=[CH:52][CH:53]=2)[CH:48]=1.C(N(C(C)C)C(C)C)C>ClCCl.CN(C)C=O.C(OCC)(=O)C>[C:1]([O:5][C:6](=[O:7])[NH:8][CH:9]([C:11]1[CH:19]=[CH:18][CH:17]=[C:13]([C:14](=[O:16])[N:57]([CH3:58])[C@@H:45]([C:44](=[O:59])[N:43]([CH3:42])[CH2:60][CH2:61][C:62]2[S:63][CH:64]=[CH:65][CH:66]=2)[CH2:46][C:47]2[CH:56]=[CH:55][C:54]3[C:49](=[CH:50][CH:51]=[CH:52][CH:53]=3)[CH:48]=2)[CH:12]=1)[CH3:10])([CH3:2])([CH3:3])[CH3:4] |f:2.3|. Procedure: 3-(1-(t-Butyloxycarbonylamino)ethyl)benzoic acid (217 mg, 0.82 mmol) was dissolved in dichloromethane (5 ml) and N,N-dimethylformamide (3 ml). 1-Hydroxy-7-azabenzotriazole (111 mg, 0.82 mmol) was added. The solution was cooled to 0° C. N-(3-Dimethylaminopropyl)-N'-ethylcarbodiimide hydrochloride (157 mg, 0.82 mmol) was added. A solution of (2R)-N-Methyl-2-(methylamino)-3-(2-naphthyl)-N-(2-(2-thienyl)ethyl)propionamide (288 mg, 0.82 mmol) in dichloromethane (3 ml) was added. Ethyldiisopropylamine... The reactants are C1=NC=CC2=C(C=CC=C12)B(O)O (isoquinolin-5-ylboronic acid), BrC1=C(C=C(C=C1)NC(=O)C=1C(N(N(C1C)CC(C)(C)O)C1=CC=CC=C1)=O)C (N-(4-bromo-3-methylphenyl)-1-(2-hydroxy-2-methylpropyl)-5-methyl-3-oxo-2-phenyl-2,3-dihydro-1H-pyrazole-4-carboxamide), C(=O)(O)[O-].[Na+] (NaHCO3), N#N (N2). Reagents/catalysts: C1=CC=C(C=C1)P([C-]2C=CC=C2)C3=CC=CC=C3.C1=CC=C(C=C1)P([C-]2C=CC=C2)C3=CC=CC=C3.Cl[Pd]Cl.[Fe+2].C(Cl)Cl (PdCl2(dppf) CH2Cl2). Run in O1CCOCC1 (dioxane). Product: OC(CN1N(C(C(=C1C)C(=O)NC1=CC(=C(C=C1)C1=C2C=CN=CC2=CC=C1)C)=O)C1=CC=CC=C1)(C)C (1-(2-Hydroxy-2-methylpropyl)-N-(4-(5-isoquinolinyl)-3-methylphenyl)-5-methyl-3-oxo-2-phenyl-2,3-dihydro-1H-pyrazole-4-carboxamide), solid. As a reaction SMILES: [CH:1]1[C:10]2[C:5](=[C:6](B(O)O)[CH:7]=[CH:8][CH:9]=2)[CH:4]=[CH:3][N:2]=1.Br[C:15]1[CH:20]=[CH:19][C:18]([NH:21][C:22]([C:24]2[C:25](=[O:41])[N:26]([C:35]3[CH:40]=[CH:39][CH:38]=[CH:37][CH:36]=3)[N:27]([CH2:30][C:31]([OH:34])([CH3:33])[CH3:32])[C:28]=2[CH3:29])=[O:23])=[CH:17][C:16]=1[CH3:42].C([O-])(O)=O.[Na+].N#N>C1C=CC(P(C2C=CC=CC=2)[C-]2C=CC=C2)=CC=1.C1C=CC(P(C2C=CC=CC=2)[C-]2C=CC=C2)=CC=1.Cl[Pd]Cl.[Fe+2].C(Cl)Cl.O1CCOCC1>[OH:34][C:31]([CH3:33])([CH3:32])[CH2:30][N:27]1[C:28]([CH3:29])=[C:24]([C:22]([NH:21][C:18]2[CH:19]=[CH:20][C:15]([C:6]3[CH:7]=[CH:8][CH:9]=[C:10]4[C:5]=3[CH:4]=[CH:3][N:2]=[CH:1]4)=[C:16]([CH3:42])[CH:17]=2)=[O:23])[C:25](=[O:41])[N:26]1[C:35]1[CH:40]=[CH:39][CH:38]=[CH:37][CH:36]=1 |f:2.3,5.6.7.8.9|. Procedure details: A sealable tube was charged with PdCl2(dppf)-CH2Cl2 adduct (0.013 g, 0.016 mmol), isoquinolin-5-ylboronic acid (0.057 g, 0.33 mmol), N-(4-bromo-3-methylphenyl)-1-(2-hydroxy-2-methylpropyl)-5-methyl-3-oxo-2-phenyl-2,3-dihydro-1H-pyrazole-4-carboxamide (0.150 g, 0.33 mmol) and 4 mL dioxane. To this mixture, NaHCO3 solution (0.49 ml, 0.98 mmol) was added and the reaction mixture blanket with N2. The vessel was sealed and heated at 80 C for 19 h. The mixture was allowed to cool to rt, filtered throu... The reactants are C(C)(C)(C)OC(=O)N1CC(C=2C=NC(=CC21)C(C2=CC=CC=C2)(F)F)(C)C (6-(difluoro-phenyl-methyl)-3,3-dimethyl-2,3-dihydro-pyrrolo[3,2-c]pyridine-1-carboxylic acid tert-butyl ester), Cl (hydrochloric acid). The solvent is CO (methanol). Run at temperature 35 celsius, time 4 hour. The product is Cl.FC(C1=CC2=C(C=N1)C(CN2)(C)C)(C2=CC=CC=C2)F (6-(Difluoro-phenyl-methyl)-3,3-dimethyl-2,3-dihydro-1H-pyrrolo[3,2-c]pyridine hydrochloride). As a reaction SMILES: C(OC([N:8]1[C:16]2[CH:15]=[C:14]([C:17]([F:25])([F:24])[C:18]3[CH:23]=[CH:22][CH:21]=[CH:20][CH:19]=3)[N:13]=[CH:12][C:11]=2[C:10]([CH3:27])([CH3:26])[CH2:9]1)=O)(C)(C)C.[ClH:28]>CO>[ClH:28].[F:25][C:17]([F:24])([C:18]1[CH:19]=[CH:20][CH:21]=[CH:22][CH:23]=1)[C:14]1[N:13]=[CH:12][C:11]2[C:10]([CH3:27])([CH3:26])[CH2:9][NH:8][C:16]=2[CH:15]=1 |f:3.4|. Procedure details: A mixture of 6-(difluoro-phenyl-methyl)-3,3-dimethyl-2,3-dihydro-pyrrolo[3,2-c]pyridine-1-carboxylic acid tert-butyl ester (6.22 g, 16.6 mmol), methanol (30 mL) and hydrochloric acid (5M, 30 mL) was stirred at 20° C. for 3 h, at 35° C. for 4 h, then left at 20° C. for 14 h. Mixture was evaporated in vacuo and the residue azeotroped with toluene (×3), isopropanol and methanol (×3). Residue was dried in vacuo at 50° C. for 4 h to give the title compound. MS: [M+H]+=275.